This data is from the Open Reaction Database (ORD), a public repository of structured organic reaction records. The task is: describe an organic reaction: reactants, conditions, products, and yield Reactants: O1CCOC=2C=NC(=CC21)CO ((2,3-Dihydro-[1,4]dioxino[2,3-c]pyridin-7-yl)-methanol). Reaction SMILES: [O:1]1[C:10]2[CH:9]=[C:8]([CH2:11][OH:12])[N:7]=[CH:6][C:5]=2[O:4][CH2:3][CH2:2]1>ClCCl.[O-2].[O-2].[Mn+4]>[O:1]1[C:10]2[CH:9]=[C:8]([CH:11]=[O:12])[N:7]=[CH:6][C:5]=2[O:4][CH2:3][CH2:2]1 |f:2.3.4|. The reagents and catalysts are [O-2].[O-2].[Mn+4] (manganese dioxide). Run in ClCCl (dichloromethane). Procedure details: A solution of (b) (250 mg, 1.5 mmol) in dichloromethane (5 ml) was treated with manganese dioxide (650 mg, 7.5 mmol). After 3 days the mixture was filtered and evaporated affording a white solid (150 mg, 61%). Isolated yield 60.6%. The product is O1CCOC=2C=NC(=CC21)C=O (2,3-Dihydro-[1,4]dioxino[2,3-c]pyridine-7-carboxaldehyde). Reactants: C(C)(=O)Cl (Acetyl chloride), C1=CC=CC=2NC3=C(C=CC21)C=CC=C3 (5H-dibenzo[b,f]azepine). The solvent is C(Cl)(Cl)Cl (chloroform). The product is C(C)(=O)N1C2=C(C=CC3=C1C=CC=C3)C=CC=C2 (N-acetyl-5H-dibenzo[b,f]azepine). The yield is 94.0%. Reaction SMILES: [C:1](Cl)(=[O:3])[CH3:2].[CH:5]1[C:15]2[CH:14]=[CH:13][C:12]3[CH:16]=[CH:17][CH:18]=[CH:19][C:11]=3[NH:10][C:9]=2[CH:8]=[CH:7][CH:6]=1>C(Cl)(Cl)Cl>[C:1]([N:10]1[C:11]2[CH:19]=[CH:18][CH:17]=[CH:16][C:12]=2[CH:13]=[CH:14][C:15]2[CH:5]=[CH:6][CH:7]=[CH:8][C:9]1=2)(=[O:3])[CH3:2]. Reported procedure: Acetyl chloride (11.0 ml) was added to a chloroform (250 ml) solution of 5H-dibenzo[b,f]azepine (25.0 g) under ice-cooling. The solution was heated under reflux for 30 minutes, then allowed to cool. The organic phase was washed with a saturated sodium bicarbonate aqueous solution, water, and saturated brine; dried over anhydrous sodium sulfate; and filtered. The filtrate was concentrated, and the resulting residue was recrystallized from ethyl acetate-hexane to obtain N-acetyl-5H-dibenzo[b,f]aze... The reactants are [H-].[Na+] (NaH), CN1N=CC2=CC=C(C=C12)O (1-methyl-1H-indazol-6-ol), BrCC(=O)OCC (ethyl 2-bromoacetate). Solvent: O (water), CN(C)C=O (DMF). Reaction conditions: time 5 minute. Product: CN1N=CC2=CC=C(C=C12)OCC(=O)O (2-((1-methyl-1H-indazol-6-yl)oxy)acetic acid). Yield: 72.0%. RXN SMILES: [H-].[Na+].[CH3:3][N:4]1[C:12]2[C:7](=[CH:8][CH:9]=[C:10]([OH:13])[CH:11]=2)[CH:6]=[N:5]1.Br[CH2:15][C:16]([O:18]CC)=[O:17]>CN(C=O)C.O>[CH3:3][N:4]1[C:12]2[C:7](=[CH:8][CH:9]=[C:10]([O:13][CH2:15][C:16]([OH:18])=[O:17])[CH:11]=2)[CH:6]=[N:5]1 |f:0.1|. Procedure details: To a solution of NaH (146 mg, 6.06 mmol) in DMF (3 mL) was added 1-methyl-1H-indazol-6-ol (300 mg, 2.02 mmol) at 25° C. After stirring for 5 minutes, ethyl 2-bromoacetate (406 mg, 2.43 mmol) was added and stirred for 16 h at 25° C. The mixture was then diluted with water (50 mL) and washed with ethyl acetate (2×20 mL). The water layer was then acidified by adding with 2N HCL until pH3 and then extracted with ethylacetate (2×20 ml). The combined organic layers were washed with brine (30 mL), drie... Starting materials: CC(=O)O, O=C(O)C=Cc1cc(F)c(F)cc1F. Yields the product O=C(O)CCc1cc(F)c(F)cc1F. As a reaction SMILES: [CH3:15][C:16](=[O:17])[OH:18].[F:1][c:2]1[c:3]([CH:10]=[CH:11][C:12](=[O:13])[OH:14])[cH:4][c:5]([F:9])[c:6]([F:8])[cH:7]1>>[F:1][c:2]1[c:3]([CH2:10][CH2:11][C:12](=[O:13])[OH:14])[cH:4][c:5]([F:9])[c:6]([F:8])[cH:7]1.